This data is from the Open Reaction Database (ORD), a public repository of structured organic reaction records. The task is: describe an organic reaction: reactants, conditions, products, and yield Reactants: O=C(Br)CBr, CCOC(C)=O, CCN(C(C)C)C(C)C, Nc1ccccc1C(=O)Nc1ccc(Cl)cn1, C1CCOC1, O. Product: O=C(CBr)Nc1ccccc1C(=O)Nc1ccc(Cl)cn1. RXN SMILES: [Br:18][CH2:19][C:20](=[O:21])[Br:22].[CH3:37][CH2:38][O:39][C:40](=[O:41])[CH3:42].[CH:28]([N:29]([CH:30]([CH3:31])[CH3:32])[CH2:33][CH3:34])([CH3:35])[CH3:36].[NH2:1][c:2]1[c:3]([C:4](=[O:5])[NH:6][c:7]2[n:8][cH:9][c:10]([Cl:13])[cH:11][cH:12]2)[cH:14][cH:15][cH:16][cH:17]1.[O:23]1[CH2:24][CH2:25][CH2:26][CH2:27]1.[OH2:43]>>[NH:1]([c:2]1[c:3]([C:4](=[O:5])[NH:6][c:7]2[n:8][cH:9][c:10]([Cl:13])[cH:11][cH:12]2)[cH:14][cH:15][cH:16][cH:17]1)[C:20]([CH2:19][Br:18])=[O:21]. The reactants are C1CCCC2=NC(=C3C=CC=CC3=C12)C(=O)OCC (ethyl 1,2,3,4-tetrahydro-phenanthridin-6-yl-carboxylate), [BH4-].[Li+] (lithium borohydride). The solvent is O1CCCC1 (tetrahydrofuran), O1CCCC1 (tetrahydrofuran). Run at time 2.5 hour. Product: OCC=1N=C2CCCCC2=C2C=CC=CC12 (6-hydroxymethyl-1,2,3,4-tetrahydro-phenanthridine). As a reaction SMILES: [CH2:1]1[C:14]2[C:5](=[N:6][C:7]([C:15](OCC)=[O:16])=[C:8]3[C:13]=2[CH:12]=[CH:11][CH:10]=[CH:9]3)[CH2:4][CH2:3][CH2:2]1.[BH4-].[Li+]>O1CCCC1>[OH:16][CH2:15][C:7]1[N:6]=[C:5]2[C:14](=[C:13]3[C:8]=1[CH:9]=[CH:10][CH:11]=[CH:12]3)[CH2:1][CH2:2][CH2:3][CH2:4]2 |f:1.2|. Procedure: A solution of 350 mg of ethyl 1,2,3,4-tetrahydro-phenanthridin-6-yl-carboxylate in 10 ml of tetrahydrofuran is added dropwise within five minutes to a suspension of 37 mg of lithium borohydride in 15 ml of tetrahydrofuran, wherein cooling with an ice bath. Then the ice bath is removed and the reaction mixture is stirred for a further 2.5 hours at ambient temperature. For working up, 2 ml of 1 M citric acid are added to the brown reaction solution wherein cooling with an ice bath. The mixture is ... Reactants: [H-].[Na+] (Sodium hydride), ClC=1C(=NN(C1OC(F)F)C)C=1C(=CC2=C(NC(CO2)=O)C1NC(C(C)Cl)=O)F (4-Chloro-3-[7-fluoro-5-(2-chloropropionylamino)-2H-1,4-benzoxazine-3(4H)-on-6yl]-1-methyl-5-difluoromethoxy-1H-pyrazole), ice water. The solvent is CN(C=O)C (dimethylformamide). Yields the product ClC=1C(=NN(C1OC(F)F)C)C1=C(C=C2C=3N(C(CO2)=O)C(C(NC13)=O)C)F (8-[4-Chloro-5-(difluoromethoxy)-1-methyl-1H-pyrazole-3-yl)-9-fluoro-5-methyl-5H-pyrazino[1,2,3-de]-1,4-benzoxazine-3,6(2H, 7H)-dione). Isolated yield 75.8%. As a reaction SMILES: [Cl:1][C:2]1[C:3]([C:12]2[C:13]([F:29])=[CH:14][C:15]3[O:20][CH2:19][C:18](=[O:21])[NH:17][C:16]=3[C:22]=2[NH:23][C:24](=[O:28])[CH:25](Cl)[CH3:26])=[N:4][N:5]([CH3:11])[C:6]=1[O:7][CH:8]([F:10])[F:9].[H-].[Na+]>CN(C)C=O>[Cl:1][C:2]1[C:3]([C:12]2[C:22]3[NH:23][C:24](=[O:28])[CH:25]([CH3:26])[N:17]4[C:18](=[O:21])[CH2:19][O:20][C:15]([C:16]=34)=[CH:14][C:13]=2[F:29])=[N:4][N:5]([CH3:11])[C:6]=1[O:7][CH:8]([F:10])[F:9] |f:1.2|. Procedure: 4-Chloro-3-[7-fluoro-5-(2-chloropropionylamino)-2H-1,4-benzoxazine-3(4H)-on-6yl]-1-methyl-5-difluoromethoxy-1H-pyrazole (300 mg, 0.66 mmol) was dissolved in anhydrous dimethylformamide (10 ml) and solution stirred under ice-cooling. Sodium hydride (20 mg, 95%, 0.79 mmol) was added slowly in portions and solution stirred at room temperature for 2 hr. Solution was then added to ice-water and product extracted with ethyl acetate. Evaporation of the solvent afforded a residue which was purified by f... Reactants: CC1(COCC1)O (3-methyltetrahydrofuran-3-ol), N1=C(C=CC=C1)OC(OC1=NC=CC=C1)=O (di(pyridin-2-yl)carbonate), [H-].[Na+] (sodium hydride), oil. The solvent is CCOC(=O)C (EtOAc), C1CCOC1 (THF), C1CCOC1 (THF). Reaction conditions: time 30 minute. The product is C(OC1(COCC1)C)(OC1=NC=CC=C1)=O (3-methyltetrahydrofuran-3-yl pyridin-2-yl carbonate). Yield: 38.8%. As a reaction SMILES: [H-].[Na+].[CH3:3][C:4]1([OH:9])[CH2:8][CH2:7][O:6][CH2:5]1.[N:10]1[CH:15]=[CH:14][CH:13]=[CH:12][C:11]=1[O:16][C:17](=O)[O:18]C1C=CC=CN=1>C1COCC1.CCOC(C)=O>[C:17](=[O:18])([O:16][C:11]1[CH:12]=[CH:13][CH:14]=[CH:15][N:10]=1)[O:9][C:4]1([CH3:3])[CH2:8][CH2:7][O:6][CH2:5]1 |f:0.1|. Procedure: To a suspension of sodium hydride, 60% in mineral oil (185 mg, 4.63 mmol) in THF (20 mL) was added 3-methyltetrahydrofuran-3-ol (394 mg, 3.86 mmol) at 0° C. After stirring 30 min, the solution was transferred to a solution of di(pyridin-2-yl)carbonate (834 mg, 3.86 mmol) in THF (20 mL) through a cannula. The formed slurry was stirred at 0° C. for 30 min. The slurry was warmed to rt and stirred for 2 h. The reaction was diluted with EtOAc, washed with brine, dried over MgSO4, filtered, concentrat... Starting materials: COC([C@@H](N)CC1=CC(=C(C=C1)C=1C(N(C(N(C1)C)=O)C)=O)C)=O (4-(1,3-dimethyl-2,4-dioxo-5-pyrimidinyl)-3-methyl-L-phenylalanine methyl ester), ClC1=C(C(=O)Cl)C(=CC=C1)Cl (2,6-dichlorobenzoyl chloride), C(C)(C)N(CC)C(C)C (diisopropylethylamine). Solvent: ClCCl (dichloromethane), ClCCl (dichloromethane). Conditions: time 5 minute. Product: COC([C@@H](NC(=O)C1=C(C=CC=C1Cl)Cl)CC1=CC(=C(C=C1)C=1C(N(C(N(C1)C)=O)C)=O)C)=O (N-[(2,6-dichlorophenyl)carbonyl]-4-(1,3-dimethyl-2,4-dioxo-5-pyrimidinyl)-3-methyl-L-phenylalanine methyl ester). The yield is 80.5%. RXN SMILES: [CH3:1][O:2][C:3](=[O:24])[C@H:4]([CH2:6][C:7]1[CH:12]=[CH:11][C:10]([C:13]2[C:14](=[O:22])[N:15]([CH3:21])[C:16](=[O:20])[N:17]([CH3:19])[CH:18]=2)=[C:9]([CH3:23])[CH:8]=1)[NH2:5].[Cl:25][C:26]1[CH:34]=[CH:33][CH:32]=[C:31]([Cl:35])[C:27]=1[C:28](Cl)=[O:29].C(N(C(C)C)CC)(C)C>ClCCl>[CH3:1][O:2][C:3](=[O:24])[C@H:4]([CH2:6][C:7]1[CH:12]=[CH:11][C:10]([C:13]2[C:14](=[O:22])[N:15]([CH3:21])[C:16](=[O:20])[N:17]([CH3:19])[CH:18]=2)=[C:9]([CH3:23])[CH:8]=1)[NH:5][C:28]([C:27]1[C:26]([Cl:25])=[CH:34][CH:33]=[CH:32][C:31]=1[Cl:35])=[O:29]. Reported procedure: To a suspension of 4-(1,3-dimethyl-2,4-dioxo-5-pyrimidinyl)-3-methyl-L-phenylalanine methyl ester (0.128 mmol, 47 mg) and 2,6-dichlorobenzoyl chloride (0.153 mmol, 32 mg) in dichloromethane (1 mL) was added diisopropylethylamine (0.45 mmol, 77 uL) at room temperature. After 5 min, everything went into solution and the clear yellow solution was stirred for 15 h at room temperature. The resulting brown solution was diluted with dichloromethane (25 mL). The dichloromethane layer was washed successi... The reactants are O (water), SCC(=O)OC (methyl 2-mercaptoacetate), C(C)(=O)C1=C(N(C2=CC=CC=C12)C)Cl (3-Acetyl-2-chloro-1-methylindole), C(=O)([O-])[O-].[K+].[K+] (K2CO3). Run in CO (MeOH). Conditions: time 8 hour. The product is CC1=C(SC=2N(C3=CC=CC=C3C21)C)C(=O)OC (Methyl 3,8-dimethylthieno[2,3-b]indole-2-carboxylate). RXN SMILES: [SH:1][CH2:2][C:3]([O:5][CH3:6])=[O:4].[C:7]([C:10]1[C:18]2[C:13](=[CH:14][CH:15]=[CH:16][CH:17]=2)[N:12]([CH3:19])[C:11]=1Cl)(=O)[CH3:8].C([O-])([O-])=O.[K+].[K+].O>CO>[CH3:8][C:7]1[C:10]2[C:18]3[C:13](=[CH:14][CH:15]=[CH:16][CH:17]=3)[N:12]([CH3:19])[C:11]=2[S:1][C:2]=1[C:3]([O:5][CH3:6])=[O:4] |f:2.3.4|. Reported procedure: 450 μl of methyl 2-mercaptoacetate was added to a slurry of 870 mg of (76) and 1.2 g of K2CO3 in 10 ml of MeOH. The reaction was stirred overnight. 30 ml of water was added, stirring continued for 1 hour, and the product filtered off giving 160 mg of product. Recrystallization from MeOH gave 30 mg of (77). M.p. 165.5°-166.8° C. Starting materials: [Mg+]Cc1ccccc1, CCOC(=O)C=C(C(=O)OCC)c1ccc(C=O)cc1, [Cl-], [Cl-], [NH4+], C1CCOC1. The product is CCOC(=O)C=C(C(=O)OCC)c1ccc(C(O)Cc2ccccc2)cc1. RXN SMILES: [CH2:2]([c:3]1[cH:4][cH:5][cH:6][cH:7][cH:8]1)[Mg+:9].[CH:10](=[O:11])[c:12]1[cH:13][cH:14][c:15]([C:18]([C:19](=[O:20])[O:21][CH2:22][CH3:23])=[CH:24][C:25](=[O:26])[O:27][CH2:28][CH3:29])[cH:16][cH:17]1.[Cl-:1].[Cl-:30].[NH4+:31].[O:32]1[CH2:33][CH2:34][CH2:35][CH2:36]1>>[CH2:2]([c:3]1[cH:4][cH:5][cH:6][cH:7][cH:8]1)[CH:10]([OH:11])[c:12]1[cH:13][cH:14][c:15]([C:18]([C:19](=[O:20])[O:21][CH2:22][CH3:23])=[CH:24][C:25](=[O:26])[O:27][CH2:28][CH3:29])[cH:16][cH:17]1.